This data is from the Open Reaction Database (ORD), a public repository of structured organic reaction records. The task is: describe an organic reaction: reactants, conditions, products, and yield Starting materials: BrC1=CC(=C(C=C1)S(=O)(=O)Cl)Cl (4-bromo-2-chlorobenzenesulfonyl chloride), NC=1C=C(C=CC1)S(=O)(=O)N (3-aminobenzenesulfonamide). The product is BrC1=CC(=C(C=C1)S(=O)(=O)NC1=CC(=CC=C1)S(N)(=O)=O)Cl (4-Bromo-2-chloro-N-(3-sulfamoylphenyl)benzenesulfonamide). RXN SMILES: [Br:1][C:2]1[CH:7]=[CH:6][C:5]([S:8](Cl)(=[O:10])=[O:9])=[C:4]([Cl:12])[CH:3]=1.[NH2:13][C:14]1[CH:15]=[C:16]([S:20]([NH2:23])(=[O:22])=[O:21])[CH:17]=[CH:18][CH:19]=1>>[Br:1][C:2]1[CH:7]=[CH:6][C:5]([S:8]([NH:13][C:14]2[CH:19]=[CH:18][CH:17]=[C:16]([S:20](=[O:22])(=[O:21])[NH2:23])[CH:15]=2)(=[O:10])=[O:9])=[C:4]([Cl:12])[CH:3]=1. Procedure: Using a method analogous to Method E, using 4-bromo-2-chlorobenzenesulfonyl chloride and 3-aminobenzenesulfonamide, the title compound was obtained as a white solid. Starting materials: N[C@H](C)C(=O)O (D-alanine), C(CCCCC)(=O)Cl (hexanoyl chloride). Product: C(CCCCC)(=O)N[C@@H](C(=O)O)C ((2R)-2-(Hexanoylamino)propionic acid), material. The yield is 65.5%. As a reaction SMILES: [NH2:1][C@@H:2]([C:4]([OH:6])=[O:5])[CH3:3].[C:7](Cl)(=[O:13])[CH2:8][CH2:9][CH2:10][CH2:11][CH3:12]>>[C:7]([NH:1][C@H:2]([CH3:3])[C:4]([OH:6])=[O:5])(=[O:13])[CH2:8][CH2:9][CH2:10][CH2:11][CH3:12]. Procedure details: D-alanine (20 mmol) and hexanoyl chloride (22 mmol) were reacted using the method as described in Example 1 Part B to give the title compound as a white crystalline material (2.45 g, 65.5%) after recrystallization from isopropyl ether (20 ml), m.p. 82°-95° C. Starting materials: C1CCC2=NCCCN2CC1 (DBU), C1(=CC=CC=C1)CC(=O)O (phenylacetic acid). The solvent is C(Cl)Cl (CH2Cl2), O (water). Reaction conditions: temperature 90 celsius. Yields the product C1(=CC=CC=C1)CC(=O)OC (methyl phenylacetate). As a reaction SMILES: [CH2:1]1CCN2C(=NCCC2)CC1.[C:12]1([CH2:18][C:19]([OH:21])=[O:20])[CH:17]=[CH:16][CH:15]=[CH:14][CH:13]=1>C(Cl)Cl.O>[C:12]1([CH2:18][C:19]([O:21][CH3:1])=[O:20])[CH:17]=[CH:16][CH:15]=[CH:14][CH:13]=1. Reported procedure: DBU (3.35 g, 22.0 mmol) was added to a mixture of phenylacetic acid (3.0 g, 22.0 mmol) in DMC (30 mL) and the resulting mixture was heated to reflux (90° C.) for 24 hours. The reaction mixture was cooled to ambient temperature and diluted with CH2Cl2 (50 mL) and water (40 mL). The organic layer was separated and washed in sequence with 2 M HCl (2×40 mL), saturated aqueous NaHCO3 (40 mL) and water (2×40 mL). The organic layer was dried over Na2SO4, filtered and concentrated under vacuum to give m... Reactants: CC1=C(C=CC2=C1S(CCS2(=O)=O)(=O)=O)C(=O)O (8-methyl-2,3-dihydro-1,1,4,4-tetraoxobenz-[1,4]dithiin-7-carboxylic acid), S(=O)(Cl)Cl (thionyl chloride). Reagents/catalysts: CN(C=O)C (dimethylformamide). Run in C1(=CC=CC=C1)C (toluene). Run at time 4 hour. Yields the product CC1=C(C=CC2=C1S(CCS2(=O)=O)(=O)=O)C(=O)Cl (8-Methyl-2,3-dihydro-1,1,4,4-tetraoxobenz[1,4]dithiin-7-carbonyl chloride). As a reaction SMILES: [CH3:1][C:2]1[C:7]2[S:8](=[O:15])(=[O:14])[CH2:9][CH2:10][S:11](=[O:13])(=[O:12])[C:6]=2[CH:5]=[CH:4][C:3]=1[C:16]([OH:18])=O.S(Cl)([Cl:21])=O>C1(C)C=CC=CC=1.CN(C)C=O>[CH3:1][C:2]1[C:7]2[S:8](=[O:15])(=[O:14])[CH2:9][CH2:10][S:11](=[O:13])(=[O:12])[C:6]=2[CH:5]=[CH:4][C:3]=1[C:16]([Cl:21])=[O:18]. Procedure details: 10.0 g (0.0345 mol) of 8-methyl-2,3-dihydro-1,1,4,4-tetraoxobenz-[1,4]dithiin-7-carboxylic acid were dissolved in 100 ml of toluene, and two drops of dimethylformamide and then 4.5 g (0.038 mol) of thionyl chloride were added. After four hours of stirring under reflux, the mixture was concentrated. The colorless oil that remained (yield 10.6 g) could be directly employed further. Reactants: Cl (HCl), Cl.Cl.N1C(=CC=2C1=CN=CC2)C(C)N (1-(1H-pyrrolo[2,3-c]pyridin-2-yl)ethylamine dihydrochloride), C(C1=CN=CC=C1)(=O)O (nicotinic acid), C(C)(C)N(CC)C(C)C (diisopropylethylamine), CCN=C=NCCCN(C)C (EDCI), CN(C)C1=NC=CC=C1 (dimethylaminopyridine). The solvent is CCOCC (Et2O), C(Cl)Cl (methylene chloride), CCO (EtOH), CCOC(=O)C (EtOAc). Conditions: time 18 hour. Yields the product Cl.Cl.N1C(=CC=2C1=CN=CC2)C(C)NC(C2=CN=CC=C2)=O (N-[1-(1H-pyrrolo[2,3-c]pyridin-2-yl)ethyl]nicotinamide dihydrochloride). Isolated yield 22.1%. Reaction SMILES: [ClH:1].Cl.[NH:3]1[C:7]2=[CH:8][N:9]=[CH:10][CH:11]=[C:6]2[CH:5]=[C:4]1[CH:12]([NH2:14])[CH3:13].[C:15](O)(=[O:22])[C:16]1[CH:21]=[CH:20][CH:19]=[N:18][CH:17]=1.C(N(C(C)C)CC)(C)C.CCN=C=NCCCN(C)C.CN(C1C=CC=CN=1)C.Cl>C(Cl)Cl.CCOC(C)=O.CCO.CCOCC>[ClH:1].[ClH:1].[NH:3]1[C:7]2=[CH:8][N:9]=[CH:10][CH:11]=[C:6]2[CH:5]=[C:4]1[CH:12]([NH:14][C:15](=[O:22])[C:16]1[CH:21]=[CH:20][CH:19]=[N:18][CH:17]=1)[CH3:13] |f:0.1.2,12.13.14|. Procedure: A mixture of 1-(1H-pyrrolo[2,3-c]pyridin-2-yl)ethylamine dihydrochloride (Example 75) (74 mg, 0.32 mmol), nicotinic acid (41 mg, 0.33 mmol), diisopropylethylamine (0.28 mL, 0.38 mmol), EDCI (73 mg, 0.38 mmol) and dimethylaminopyridine (catalytic amount) in methylene chloride (2.8 mL) was stirred under a nitrogen atmosphere overnight (18 h). The reaction mixture was diluted with EtOAc and extracted with 1 N HCl. The acidic extracts were washed with EtOAc, and then made basic with 15% NaOH. The aq... Run at temperature 80 celsius, time 16 hour. Product: CN(C1=NC=C(C=C1)[N+](=O)[O-])C1CCOCC1 (N-methyl-5-nitro-N-(tetrahydro-2H-pyran-4-yl)pyridin-2-amine). Solvent: CC#N (CH3CN). The reactants are CNC1CCOCC1 (N-methyltetrahydro-2H-pyran-4-amine), C(=O)([O-])[O-].[K+].[K+] (K2CO3), BrC1=NC=C(C=C1)[N+](=O)[O-] (2-bromo-5-nitropyridine), O (water). As a reaction SMILES: [CH3:1][NH:2][CH:3]1[CH2:8][CH2:7][O:6][CH2:5][CH2:4]1.C([O-])([O-])=O.[K+].[K+].Br[C:16]1[CH:21]=[CH:20][C:19]([N+:22]([O-:24])=[O:23])=[CH:18][N:17]=1.O>CC#N>[CH3:1][N:2]([CH:3]1[CH2:8][CH2:7][O:6][CH2:5][CH2:4]1)[C:16]1[CH:21]=[CH:20][C:19]([N+:22]([O-:24])=[O:23])=[CH:18][N:17]=1 |f:1.2.3|. Procedure: To a solution of N-methyltetrahydro-2H-pyran-4-amine (172.5 mg, 1.5 mmol) in CH3CN (5 mL) was added K2CO3 (207 mg, 1.5 mmol) and 2-bromo-5-nitropyridine (203 mg, 1 mmol). The reaction was stirred at 80° C. for 16 hours. TLC and LC-Ms showed the reaction had completed and the reaction was poured into water, extracted with EA, washed with water and brine, dried and concentrated to give a yellow solid. MS (m/z): 238 (M+H)+ Run in CC(=O)C (acetone), C(C)(=O)OCC (ethyl acetate). Reaction SMILES: [CH3:1][O:2][C:3](=[O:13])[C:4]1[CH:9]=[C:8]([F:10])[C:7]([OH:11])=[C:6]([Br:12])[CH:5]=1.C(=O)([O-])[O-].[K+].[K+].[CH3:20][O:21][CH2:22]Cl>CC(C)=O.C(OCC)(=O)C>[CH3:1][O:2][C:3](=[O:13])[C:4]1[CH:9]=[C:8]([F:10])[C:7]([O:11][CH2:20][O:21][CH3:22])=[C:6]([Br:12])[CH:5]=1 |f:1.2.3|. The yield is 81.1%. Conditions: time 8 hour. The product is COC(C1=CC(=C(C(=C1)F)OCOC)Br)=O (3-Bromo-5-fluoro-4-methoxymethoxybenzoic acid methyl ester). Procedure: To a solution of 3-bromo-5-fluoro-4-hydroxybenzoic acid methyl ester (637 mg) in acetone (7 mL) were added potassium carbonate (708 mg) and chloromethyl methyl ether (412 mg), and the mixture was stirred at room temperature overnight. The reaction mixture was diluted with ethyl acetate, washed with water and saturated brine, dried over anhydrous sodium sulfate, and concentrated in vacuo. The residue was purified by column chromatography on silica gel (hexane:ethyl acetate=9:1, v/v) to give the t... Starting materials: COC(C1=CC(=C(C(=C1)F)O)Br)=O (3-bromo-5-fluoro-4-hydroxybenzoic acid methyl ester), C([O-])([O-])=O.[K+].[K+] (potassium carbonate), COCCl (chloromethyl methyl ether).